Dataset: the Open Reaction Database (ORD), a public repository of structured organic reaction records. Task: describe an organic reaction: reactants, conditions, products, and yield The reactants are COC=1C=C2C(=C(N(C2=CC1)CC1=C(C=CC=C1)OC)C)CC(=O)O (5-Methoxy-1-[(2-methoxyphenyl)methyl]-2-methyl-1H-indole-3-acetic acid), C(C)OC(CC1=C(NC2=CC=C(C=C12)OC)C)=O (5-methoxy-2-methyl-1H-indole-3-acetic acid ethyl ester), [H-].[Na+] (NaH), COC1=C(CCl)C=CC=C1 (ortho-methoxybenzylchloride). Yields the product C(C)OC(CC1=C(N(C2=CC=C(C=C12)OC)CC1=C(C=CC=C1)OC)C)=O (5-methoxy-1-[(2-methoxyphenyl)methyl]-2-methyl-1H-indole-3-acetic acid ethyl ester). Isolated yield 52.0%. RXN SMILES: [CH3:1][O:2][C:3]1[CH:4]=[C:5]2[C:9](=[CH:10][CH:11]=1)[N:8]([CH2:12][C:13]1[CH:18]=[CH:17][CH:16]=[CH:15][C:14]=1[O:19][CH3:20])[C:7]([CH3:21])=[C:6]2[CH2:22][C:23]([OH:25])=[O:24].[CH2:26](OC(=O)CC1C2C(=CC=C(OC)C=2)NC=1C)[CH3:27].[H-].[Na+].COC1C=CC=CC=1CCl>>[CH2:26]([O:24][C:23](=[O:25])[CH2:22][C:6]1[C:5]2[C:9](=[CH:10][CH:11]=[C:3]([O:2][CH3:1])[CH:4]=2)[N:8]([CH2:12][C:13]2[CH:18]=[CH:17][CH:16]=[CH:15][C:14]=2[O:19][CH3:20])[C:7]=1[CH3:21])[CH3:27] |f:2.3|. Procedure details: 5-Methoxy-1-[(2-methoxyphenyl)methyl]-2-methyl-1H-indole-3-acetic acid. Using the procedure described in Example 1, Part F, 2.0 g (8.12 mmol) of 5-methoxy-2-methyl-1H-indole-3-acetic acid ethyl ester was reacted with 325 mg (8.12 mmol) of 60% NaH/mineral oil and 1.272 g (8.12 mmol) of ortho-methoxybenzylchloride and after chromatography on silica (eluting with 25% EtOAc/hexane) there was obtained 1.74 g (52%) of 5-methoxy-1-[(2-methoxyphenyl)methyl]-2-methyl-1H-indole-3-acetic acid ethyl ester a...